This data is from the Open Reaction Database (ORD), a public repository of structured organic reaction records. The task is: describe an organic reaction: reactants, conditions, products, and yield The reactants are N(=NC(=O)OC(C)C)C(=O)OC(C)C (diisopropyl azodicarboxylate), azo ester, C1(=CC=CC=C1)S(=O)[O-].[Na+] (sodium benzenesulfinate), S(O)(O)(=O)=O (sulfuric acid), C1(=CC=CC=C1)S(=O)O (benzenesulfinic acid). The solvent is O (water). Conditions: temperature 60 celsius. Product: C1(=CC=CC=C1)S(=O)(=O)N(NC(=O)OC(C)C)C(=O)OC(C)C (1-Benzenesulfonyl-1,2-dicarbisopropoxy hydrazine). Reaction SMILES: [C:1]1([S:7]([O-:9])=[O:8])[CH:6]=[CH:5][CH:4]=[CH:3][CH:2]=1.[Na+].S(=O)(=O)(O)O.C1(S(O)=O)C=CC=CC=1.[N:25]([C:33]([O:35][CH:36]([CH3:38])[CH3:37])=[O:34])=[N:26][C:27]([O:29][CH:30]([CH3:32])[CH3:31])=[O:28]>O>[C:1]1([S:7]([N:25]([C:33]([O:35][CH:36]([CH3:38])[CH3:37])=[O:34])[NH:26][C:27]([O:29][CH:30]([CH3:31])[CH3:32])=[O:28])(=[O:9])=[O:8])[CH:6]=[CH:5][CH:4]=[CH:3][CH:2]=1 |f:0.1|. Reported procedure: To one-half mole of sodium benzenesulfinate in water in a 2 liter beaker is introduced 49 g (0.5 mole) of concentrated sulfuric acid. To the resulting suspension of benzenesulfinic acid is then added 101 g (0.5 mole) of diisopropyl azodicarboxylate. The mixture is stirred and heated to 60° C. (30 minutes). The yellow color of the azo ester gradually disappears. The oily product is extracted with benzene and separated from the lower aqueous layer. Removal of the benzene by evaporation leaves a cl... Reactants: CN1C(=O)N(c2c(F)cccc2Br)Cc2cnc(S(C)(=O)=O)nc21, CN1CCCC1=O, Cl, Nc1ccc2c(c1)S(=O)(=O)CCO2. The product is CN1C(=O)N(c2c(F)cccc2Br)Cc2cnc(Nc3ccc4c(c3)S(=O)(=O)CCO4)nc21. Reaction SMILES: [Br:1][c:2]1[c:3]([N:9]2[C:10](=[O:24])[N:11]([CH3:23])[c:12]3[n:13][c:14]([S:19]([CH3:20])(=[O:21])=[O:22])[n:15][cH:16][c:17]3[CH2:18]2)[c:4]([F:8])[cH:5][cH:6][cH:7]1.[CH3:39][N:40]1[CH2:41][CH2:42][CH2:43][C:44]1=[O:45].[ClH:38].[NH2:25][c:26]1[cH:27][cH:28][c:29]2[c:30]([cH:37]1)[S:31](=[O:35])(=[O:36])[CH2:32][CH2:33][O:34]2>>[Br:1][c:2]1[c:3]([N:9]2[C:10](=[O:24])[N:11]([CH3:23])[c:12]3[n:13][c:14]([NH:25][c:26]4[cH:27][cH:28][c:29]5[c:30]([cH:37]4)[S:31](=[O:35])(=[O:36])[CH2:32][CH2:33][O:34]5)[n:15][cH:16][c:17]3[CH2:18]2)[c:4]([F:8])[cH:5][cH:6][cH:7]1. The reactants are [OH-].[Na+] (NaOH), COC(C(C)C1=C(N(C2=NC=CC=C21)S(=O)(=O)C2=CC(=C(C=C2)Cl)Cl)C)=O (2-[1-(3,4-dichloro-benzenesulfonyl)-2-methyl-1H-pyrrolo[2,3-b]pyridin-3-yl]-propionic acid methyl ester). Run in C1CCOC1.CO (THF MeOH). Conditions: time 4 hour. The product is ClC=1C=C(C=CC1Cl)S(=O)(=O)N1C(=C(C=2C1=NC=CC2)C(C(=O)O)C)C (2-[1-(3,4-dichloro-benzenesulfonyl)-2-methyl-1H-pyrrolo[2,3-b]pyridin-3-yl]-propionic acid). As a reaction SMILES: [OH-].[Na+].C[O:4][C:5](=[O:29])[CH:6]([C:8]1[C:16]2[C:11](=[N:12][CH:13]=[CH:14][CH:15]=2)[N:10]([S:17]([C:20]2[CH:25]=[CH:24][C:23]([Cl:26])=[C:22]([Cl:27])[CH:21]=2)(=[O:19])=[O:18])[C:9]=1[CH3:28])[CH3:7]>C1COCC1.CO>[Cl:27][C:22]1[CH:21]=[C:20]([S:17]([N:10]2[C:11]3=[N:12][CH:13]=[CH:14][CH:15]=[C:16]3[C:8]([CH:6]([CH3:7])[C:5]([OH:29])=[O:4])=[C:9]2[CH3:28])(=[O:18])=[O:19])[CH:25]=[CH:24][C:23]=1[Cl:26] |f:0.1,3.4|. Reported procedure: 1M Aqueous NaOH (0.25 mL) is added to a stirring solution of 2-[1-(3,4-dichloro-benzenesulfonyl)-2-methyl-1H-pyrrolo[2,3-b]pyridin-3-yl]-propionic acid methyl ester (17 mg, 0.04 mmol) in 1:1 THF/MeOH (1 mL). After 4 hours, the reaction is evaporated and the residue dissolved in water. The aqueous solution is acidified to pH 1, and resulting solid is collected by filtration. The crude product is purified by flash chromatography (10:1 EtOAc/MeOH), followed by trituration with iso-hexane, to afford... Reactants: COc1ccc(O)c(C(C)=O)c1, Cl, O=C(Cl)c1ccc([N+](=O)[O-])cc1, c1ccncc1. Yields the product COc1ccc(OC(=O)c2ccc([N+](=O)[O-])cc2)c(C(C)=O)c1. As a reaction SMILES: [CH3:1][O:2][c:3]1[cH:4][cH:5][c:6]([OH:12])[c:7]([C:9]([CH3:10])=[O:11])[cH:8]1.[ClH:25].[N+:13](=[O:14])([O-:15])[c:16]1[cH:17][cH:18][c:19]([C:20](=[O:21])[Cl:22])[cH:23][cH:24]1.[cH:26]1[cH:27][cH:28][n:29][cH:30][cH:31]1>>[CH3:1][O:2][c:3]1[cH:4][cH:5][c:6]([O:12][C:20]([c:19]2[cH:18][cH:17][c:16]([N+:13](=[O:14])[O-:15])[cH:24][cH:23]2)=[O:21])[c:7]([C:9]([CH3:10])=[O:11])[cH:8]1.